From a dataset of the Open Reaction Database (ORD), a public repository of structured organic reaction records. describe an organic reaction: reactants, conditions, products, and yield The reactants are C1CNCCN1, CS(C)=O, CCn1cc(C(=O)O)c(=O)c2cc(Cl)c(Cl)cc21. Yields the product CCn1cc(C(=O)O)c(=O)c2cc(Cl)c(N3CCNCC3)cc21. Reaction SMILES: [CH2:19]1[CH2:20][NH:21][CH2:22][CH2:23][NH:24]1.[CH3:25][S:26]([CH3:27])=[O:28].[Cl:1][c:2]1[cH:3][c:4]2[c:5](=[O:18])[c:6]([C:15](=[O:16])[OH:17])[cH:7][n:8]([CH2:13][CH3:14])[c:9]2[cH:10][c:11]1[Cl:12]>>[Cl:1][c:2]1[cH:3][c:4]2[c:5](=[O:18])[c:6]([C:15](=[O:16])[OH:17])[cH:7][n:8]([CH2:13][CH3:14])[c:9]2[cH:10][c:11]1[N:21]1[CH2:20][CH2:19][NH:24][CH2:23][CH2:22]1. The reactants are Br, CCOC(=O)N1CCn2c(nc(-c3ccncn3)cc2=O)C(NCc2ccccc2)C1, CC(=O)O. Product: Br, O=c1cc(-c2ccncn2)nc2n1CCNCC2NCc1ccccc1. As a reaction SMILES: [BrH:32].[CH2:1]([O:2][C:3](=[O:4])[N:6]1[CH2:7][CH2:8][n:9]2[c:10]([n:21][c:22](-[c:26]3[n:27][cH:28][n:29][cH:30][cH:31]3)[cH:23][c:24]2=[O:25])[CH:11]([NH:13][CH2:14][c:15]2[cH:16][cH:17][cH:18][cH:19][cH:20]2)[CH2:12]1)[CH3:5].[CH3:33][C:34](=[O:35])[OH:36]>>[BrH:32].[NH:6]1[CH2:7][CH2:8][n:9]2[c:10]([n:21][c:22](-[c:26]3[n:27][cH:28][n:29][cH:30][cH:31]3)[cH:23][c:24]2=[O:25])[CH:11]([NH:13][CH2:14][c:15]2[cH:16][cH:17][cH:18][cH:19][cH:20]2)[CH2:12]1. The reactants are N1=CC=C(C=C1)C=O (4-Pyridinecarbaldehyde), CO (methanol), NCCCOC1=CC2=C(N(C(C(C(N2C)=O)(C)C)=O)CC)C=C1 (7-(3-aminopropoxy)-1-ethyl-3,3,5-trimethyl-1,5-dihydrobenzo[b][1,4]diazepine-2,4-dione), [BH4-].[Na+] (sodium borohydride). Solvent: C(C)(=O)OCC (ethyl acetate), O (Water). Reaction conditions: time 1.5 hour. Product: C(C)N1C2=C(N(C(C(C1=O)(C)C)=O)C)C=C(C=C2)OCCCNCC2=CC=NC=C2 (1-ethyl-3,3,5-trimethyl-7-{3-[(pyridin-4-ylmethyl)amino]propoxy}-1,5-dihydrobenzo[b][1,4]diazepine-2,4-dione). Isolated yield 84.2%. RXN SMILES: [N:1]1[CH:6]=[CH:5][C:4]([CH:7]=O)=[CH:3][CH:2]=1.CO.[NH2:11][CH2:12][CH2:13][CH2:14][O:15][C:16]1[CH:33]=[CH:32][C:19]2[N:20]([CH2:30][CH3:31])[C:21](=[O:29])[C:22]([CH3:28])([CH3:27])[C:23](=[O:26])[N:24]([CH3:25])[C:18]=2[CH:17]=1.[BH4-].[Na+]>C(OCC)(=O)C.O>[CH2:30]([N:20]1[C:21](=[O:29])[C:22]([CH3:28])([CH3:27])[C:23](=[O:26])[N:24]([CH3:25])[C:18]2[CH:17]=[C:16]([O:15][CH2:14][CH2:13][CH2:12][NH:11][CH2:7][C:4]3[CH:3]=[CH:2][N:1]=[CH:6][CH:5]=3)[CH:33]=[CH:32][C:19]1=2)[CH3:31] |f:3.4|. Procedure: 4-Pyridinecarbaldehyde (0.64 ml, 6.8 mmol) was added to a methanol solution (10 ml) of 7-(3-aminopropoxy)-1-ethyl-3,3,5-trimethyl-1,5-dihydrobenzo[b][1,4]diazepine-2,4-dione (2.18 g, 6.8 mmol), and stirred under a nitrogen atmosphere at room temperature for 1.5 hours. The reaction mixture was cooled in an ice water bath, and sodium borohydride (257 mg, 6.8 mmol) was added thereto at 0° C. The mixture was then stirred at room temperature overnight. Water was added to the reaction mixture, and ext... The reactants are ClC=1C=C(C=CC1Cl)C1=NC=2N(C(=C1)C(F)(F)F)N=CC2C(=O)O (5-(3,4-dichloro-phenyl)-7-trifluoromethyl-pyrazolo[1,5-a]pyrimidine-3-carboxylic acid), N1(CCOCC1)S(=O)(=O)C=1C=C(C=CC1)N (3-(morpholine-4-sulfonyl)-phenylamine). The product is N1(CCOCC1)S(=O)(=O)C=1C=C(C=CC1)NC(=O)C=1C=NN2C1N=C(C=C2C(F)(F)F)C2=CC(=C(C=C2)Cl)Cl (5-(3,4-Dichloro-phenyl)-7-trifluoromethyl-pyrazolo[1,5-a]pyrimidine-3-carboxylic acid[3-(morpholine-4-sulfonyl)-phenyl]-amide). As a reaction SMILES: [Cl:1][C:2]1[CH:3]=[C:4]([C:9]2[CH:14]=[C:13]([C:15]([F:18])([F:17])[F:16])[N:12]3[N:19]=[CH:20][C:21]([C:22](O)=[O:23])=[C:11]3[N:10]=2)[CH:5]=[CH:6][C:7]=1[Cl:8].[N:25]1([S:31]([C:34]2[CH:35]=[C:36]([NH2:40])[CH:37]=[CH:38][CH:39]=2)(=[O:33])=[O:32])[CH2:30][CH2:29][O:28][CH2:27][CH2:26]1>>[N:25]1([S:31]([C:34]2[CH:35]=[C:36]([NH:40][C:22]([C:21]3[CH:20]=[N:19][N:12]4[C:13]([C:15]([F:16])([F:17])[F:18])=[CH:14][C:9]([C:4]5[CH:5]=[CH:6][C:7]([Cl:8])=[C:2]([Cl:1])[CH:3]=5)=[N:10][C:11]=34)=[O:23])[CH:37]=[CH:38][CH:39]=2)(=[O:33])=[O:32])[CH2:26][CH2:27][O:28][CH2:29][CH2:30]1. Reported procedure: The title compound was prepared from 5-(3,4-dichloro-phenyl)-7-trifluoromethyl-pyrazolo[1,5-a]pyrimidine-3-carboxylic acid (example C.9) and 3-(morpholine-4-sulfonyl)-phenylamine [CAS 22184-97-0; commercially available] according to general procedure II. Yellow solid. MS (ISP) 601.3 [(M+H)+]; mp 239° C. The reactants are CC1C=2N(C=CC3=C1C=CC=C3)C(=NN2)S(=O)(=O)C (11-methyl-3-methylsulfonyl-11H-s-triazolo[3,4-b][3]benzazepine), C[O-].[Na+] (sodium methoxide). The product is COC1=NN=C2C(C3=C(C=CN21)C=CC=C3)C (3-methoxy-11-methyl-11H-s-triazolo[3,4-b][3] benzazepine). As a reaction SMILES: [CH3:1][CH:2]1[C:8]2[CH:9]=[CH:10][CH:11]=[CH:12][C:7]=2[CH:6]=[CH:5][N:4]2[C:13](S(C)(=O)=O)=[N:14][N:15]=[C:3]12.[CH3:20][O-:21].[Na+]>>[CH3:20][O:21][C:13]1[N:4]2[C:3]([CH:2]([CH3:1])[C:8]3[CH:9]=[CH:10][CH:11]=[CH:12][C:7]=3[CH:6]=[CH:5]2)=[N:15][N:14]=1 |f:1.2|. Procedure details: The reaction of 11-methyl-3-methylsulfonyl-11H-s-triazolo[3,4-b][3]benzazepine with sodium methoxide yielded 3-methoxy-11-methyl-11H-s-triazolo[3,4-b][3] benzazepine. Colorless prisms (as recrystallized from ether), melting point: 101°-102° C. The reactants are C(C)(C)(C)[Si](OC(COC1=C(C=C(C=C1)C(CC)(CC)C1=CC(=C(S1)S(=O)(=O)N)C)C)C(C)(C)C)(C)C (5-(1-{4-[2-(tert-butyl-dimethyl-silanyloxy)-3,3-dimethyl-butoxy]-3-methyl-phenyl}-1-ethyl-propyl)-3-methyl-thiophene-2-sulfonic acid amide), C(CC)(=O)O (propionic acid). The product is C(CC)(=O)NS(=O)(=O)C=1SC(=CC1C)C(CC)(C1=CC(=C(C=C1)OCC(C(C)(C)C)O)C)CC (5-{1-Ethyl-1-[4-(2-hydroxy-3,3-dimethyl-butoxy)-3-methyl-phenyl]-propyl}-3-methyl-thiophene-2-sulfonic acid propionyl-amide). The yield is 66.0%. As a reaction SMILES: C([Si](C)(C)[O:6][CH:7]([C:32]([CH3:35])([CH3:34])[CH3:33])[CH2:8][O:9][C:10]1[CH:15]=[CH:14][C:13]([C:16]([C:21]2[S:25][C:24]([S:26]([NH2:29])(=[O:28])=[O:27])=[C:23]([CH3:30])[CH:22]=2)([CH2:19][CH3:20])[CH2:17][CH3:18])=[CH:12][C:11]=1[CH3:31])(C)(C)C.[C:38](O)(=[O:41])[CH2:39][CH3:40]>>[C:38]([NH:29][S:26]([C:24]1[S:25][C:21]([C:16]([CH2:19][CH3:20])([C:13]2[CH:14]=[CH:15][C:10]([O:9][CH2:8][CH:7]([OH:6])[C:32]([CH3:35])([CH3:34])[CH3:33])=[C:11]([CH3:31])[CH:12]=2)[CH2:17][CH3:18])=[CH:22][C:23]=1[CH3:30])(=[O:28])=[O:27])(=[O:41])[CH2:39][CH3:40]. Reported procedure: Using procedures analogous to Example 158B and Example 158C, 5-(1-{4-[2-(tert-butyl-dimethyl-silanyloxy)-3,3-dimethyl-butoxy]-3-methyl-phenyl}-1-ethyl-propyl)-3-methyl-thiophene-2-sulfonic acid amide and propionic acid give the title compound (66%).